From a dataset of the Open Reaction Database (ORD), a public repository of structured organic reaction records. describe an organic reaction: reactants, conditions, products, and yield Yields the product CCCCCCCCc1cnc(-c2ccc(C(=O)O)cc2)nc1, [Cl-]. Reactants: CCCCCCCCc1cnc(-c2ccc(C(=O)O)cc2)nc1, CN(C)C=O, ClC(Cl)(Cl)Cl, O=S(Cl)Cl. As a reaction SMILES: [CH2:10]([CH2:11][CH2:12][CH2:13][CH2:14][CH2:15][CH2:16][CH3:17])[c:18]1[cH:19][n:20][c:21](-[c:24]2[cH:25][cH:26][c:27]([C:28](=[O:29])[OH:30])[cH:31][cH:32]2)[n:22][cH:23]1.[CH3:33][N:34]([CH3:35])[CH:36]=[O:37].[Cl:1][C:2]([Cl:3])([Cl:4])[Cl:5].[S:6]([Cl:7])([Cl:8])=[O:9]>>[CH2:10]([CH2:11][CH2:12][CH2:13][CH2:14][CH2:15][CH2:16][CH3:17])[c:18]1[cH:19][n:20][c:21](-[c:24]2[cH:25][cH:26][c:27]([C:28](=[O:29])[OH:30])[cH:31][cH:32]2)[n:22][cH:23]1.[Cl-:1].